From a dataset of the Open Reaction Database (ORD), a public repository of structured organic reaction records. describe an organic reaction: reactants, conditions, products, and yield Reported procedure: By condensing 2-(3,4-dimethoxy-phenoxy)-propane-1,3-dione acid with formamidine acetate there was obtained 5-(3,4-dimethoxyphenoxy)-pyrimidine-4,6-diol, therefrom with POCl3 there was obtained 4,6-dichloro-5-(3,4-dimethoxy-phenoxy)-pyrimidine, therefrom with p-tert-butylbenzenesulfonamide K there was obtained 4-tert-butyl-N-[6-chloro-5-(3,4-dimethoxy-phenoxy)-pyrimidin-4-yl]-benzenesulfonamide and therefrom with Na ethylene glycolate there was obtained p-tert-butyl-N-[5-(3,4-dimethoxy-phenoxy)-6... The product is COC=1C=C(OC=2C(=NC=NC2O)O)C=CC1OC (5-(3,4-dimethoxyphenoxy)-pyrimidine-4,6-diol). RXN SMILES: [CH3:1][O:2][C:3]1[CH:4]=[C:5]([CH:12]=[CH:13][C:14]=1[O:15][CH3:16])[O:6][CH:7]([CH:10]=[O:11])[CH:8]=[O:9].C(O)(=O)C.[CH:21]([NH2:23])=[NH:22]>>[CH3:1][O:2][C:3]1[CH:4]=[C:5]([CH:12]=[CH:13][C:14]=1[O:15][CH3:16])[O:6][C:7]1[C:8]([OH:9])=[N:22][CH:21]=[N:23][C:10]=1[OH:11] |f:1.2|. Starting materials: COC=1C=C(OC(C=O)C=O)C=CC1OC (2-(3,4-dimethoxy-phenoxy)-propane-1,3-dione), C(C)(=O)O.C(=N)N (formamidine acetate). The reactants are C(=O)O (formic acid), ClC1=CC=CC=2NN=NC21 (chloro-benzotriazole), Cl (hydrochloric acid), OO (hydrogen peroxide), sulfoxide, OO (hydrogen peroxide), ClC1=CC=2C(=NN(N2)C2=C(C(=CC(=C2)C(C)(C)C)C(C)(C)C)O)C=C1 (5-chloro-2-(2-hydroxy-3,5-di-tert-butylphenyl)-2H-benzotriazole), CN1C(CCC1)=O (N-methylpyrrolidinone), [OH-].[K+] (potassium hydroxide), C1(=CC=CC=C1)S (thiophenol). The reagents and catalysts are [O-][W](=O)(=O)[O-].[Na+].[Na+] (sodium tungstate). The solvent is C=1(C(=CC=CC1)C)C (xylene), O (water). Run at temperature 92.5 celsius, time 2 hour. The product is C1(=CC=CC=C1)S(=O)(=O)C1=CC=2C(=NN(N2)C2=C(C(=CC(=C2)C(C)(C)C)C(C)(C)C)O)C=C1 (5-phenylsulfonyl-2-(2-hydroxy-3,5-di-tert-butylphenyl)-2H-benzotriazole). Yield: 88.6%. RXN SMILES: Cl[C:2]1[CH:25]=[CH:24][C:5]2=[N:6][N:7]([C:9]3[CH:14]=[C:13]([C:15]([CH3:18])([CH3:17])[CH3:16])[CH:12]=[C:11]([C:19]([CH3:22])([CH3:21])[CH3:20])[C:10]=3[OH:23])[N:8]=[C:4]2[CH:3]=1.CN1CCCC1=O.[OH-:33].[K+].[C:35]1([SH:41])[CH:40]=[CH:39][CH:38]=[CH:37][CH:36]=1.Cl.C(O)=O.[OH:46]O.ClC1C2N=NNC=2C=CC=1>[O-][W]([O-])(=O)=O.[Na+].[Na+].C1(C)C(C)=CC=CC=1.O>[C:35]1([S:41]([C:2]2[CH:25]=[CH:24][C:5]3=[N:6][N:7]([C:9]4[CH:14]=[C:13]([C:15]([CH3:18])([CH3:17])[CH3:16])[CH:12]=[C:11]([C:19]([CH3:22])([CH3:21])[CH3:20])[C:10]=4[OH:23])[N:8]=[C:4]3[CH:3]=2)(=[O:46])=[O:33])[CH:40]=[CH:39][CH:38]=[CH:37][CH:36]=1 |f:2.3,9.10.11|. Procedure details: To a one-liter jacketed glass reactor are charged 150 g (0.42 mol) of 5-chloro-2-(2-hydroxy-3,5-di-tert-butylphenyl)-2H-benzotriazole and 275 g (2.78 mol) of N-methylpyrrolidinone. With agitation, the resultant slurry is heated to 90-95° C. At this time, 104.5 g (0.84 mol) of potassium hydroxide and 51.3 g (0.47 mol) of thiophenol are added. Heating is continued till the temperature reaches 170° C. while distilling off water through an overhead condenser. After two hours at 170° C., the temperat... The reactants are CCOC(=O)C (EtOAc), ( 24h ), C(#N)CCN(C(=O)[C@H]1N(C[C@@H](C1)SC(C1=CC=CC=C1)(C1=CC=CC=C1)C1=CC=CC=C1)S(=O)(=O)C1=CC2=CC=CC=C2C=C1)C1CC1 ((2S,4R)-1-(Naphthalene-2-sulfonyl)-4-tritylsulfanyl-pyrrolidine-2-carboxylic acid (2-cyano-ethyl)-cyclopropyl-amide), [NH4+].[Cl-] (NH4Cl), [N-]=[N+]=[N-].[Na+] (NaN3), [NH4+].[Cl-] (NH4Cl), [N-]=[N+]=[N-].[Na+] (NaN3), ( 24h ). The solvent is O (H2O), CN(C)C=O (DMF), CN(C)C=O (DMF). Yields the product C1(CC1)N(C(=O)[C@H]1N(C[C@@H](C1)SC(C1=CC=CC=C1)(C1=CC=CC=C1)C1=CC=CC=C1)S(=O)(=O)C1=CC2=CC=CC=C2C=C1)CCC1=NN=NN1 ((2S,4R)-1-(Naphthalene-2-sulfonyl)-4-tritylsulfanyl-pyrrolidine-2-carboxylic acid cyclopropyl-[2-(1H -tetrazol-5-yl)-ethyl]-amide). The yield is 40.0%. As a reaction SMILES: [C:1]([CH2:3][CH2:4][N:5]([CH:46]1[CH2:48][CH2:47]1)[C:6]([C@@H:8]1[CH2:12][C@@H:11]([S:13][C:14]([C:27]2[CH:32]=[CH:31][CH:30]=[CH:29][CH:28]=2)([C:21]2[CH:26]=[CH:25][CH:24]=[CH:23][CH:22]=2)[C:15]2[CH:20]=[CH:19][CH:18]=[CH:17][CH:16]=2)[CH2:10][N:9]1[S:33]([C:36]1[CH:45]=[CH:44][C:43]2[C:38](=[CH:39][CH:40]=[CH:41][CH:42]=2)[CH:37]=1)(=[O:35])=[O:34])=[O:7])#[N:2].[NH4+].[Cl-].[N-:51]=[N+:52]=[N-:53].[Na+].CCOC(C)=O>CN(C=O)C.O>[CH:46]1([N:5]([CH2:4][CH2:3][C:1]2[NH:53][N:52]=[N:51][N:2]=2)[C:6]([C@@H:8]2[CH2:12][C@@H:11]([S:13][C:14]([C:21]3[CH:22]=[CH:23][CH:24]=[CH:25][CH:26]=3)([C:15]3[CH:20]=[CH:19][CH:18]=[CH:17][CH:16]=3)[C:27]3[CH:32]=[CH:31][CH:30]=[CH:29][CH:28]=3)[CH2:10][N:9]2[S:33]([C:36]2[CH:45]=[CH:44][C:43]3[C:38](=[CH:39][CH:40]=[CH:41][CH:42]=3)[CH:37]=2)(=[O:35])=[O:34])=[O:7])[CH2:47][CH2:48]1 |f:1.2,3.4|. Procedure: A solution of 336 mg (0.5 mmol) (2S,4R)-1-(Naphthalene-2-sulfonyl)-4-tritylsulfanyl-pyrrolidine-2-carboxylic acid (2-cyano-ethyl)-cyclopropyl-amide, 267 mg (5 mmol) NH4Cl and 325 mg (5 mmol) NaN3 in 10 ml DMF were heated at 70° C. for 22 h. 267 mg (5 mmol) NH4Cl and 325 mg (5 mmol) NaN3 together with 40 ml DMF were added and heated at 100° C. (24h) and at 120° C. (24h). The reaction was poured in H2O (0° C.)/EtOAc (3×). The organic phases were washed with aqueous 10% KHSO4, 10% NaCl solution and... The reactants are ClCOC(C(C)(C)C)=O (2,2-dimethyl-propionic acid chloromethyl ester), Cl.ClC=1C=C2C(=C(NC2=CC1)C=1C=NC=CC1)C (5-chloro-3-methyl-2-pyridin-3-yl-1H-indole hydrochloride), C1CCOC1 (THF), C[Si](C)(C)[N-][Si](C)(C)C.[K+] (KHMDS). The reagents and catalysts are Cl (HCl). The solvent is C(C)OCC (diethyl ether). Run at temperature 0 celsius, time 30 minute. The product is ClC=1C=C2C(=C(N(C2=CC1)COC(C(C)(C)C)=O)C=1C=NC=CC1)C (2,2-dimethyl-propionic acid 5-chloro-3-methyl-2-pyridin-3-yl-indol-1-ylmethyl ester). Reaction SMILES: Cl.[Cl:2][C:3]1[CH:4]=[C:5]2[C:9](=[CH:10][CH:11]=1)[NH:8][C:7]([C:12]1[CH:13]=[N:14][CH:15]=[CH:16][CH:17]=1)=[C:6]2[CH3:18].C1COCC1.C[Si]([N-][Si](C)(C)C)(C)C.[K+].Cl[CH2:35][O:36][C:37](=[O:42])[C:38]([CH3:41])([CH3:40])[CH3:39]>C(OCC)C.Cl>[Cl:2][C:3]1[CH:4]=[C:5]2[C:9](=[CH:10][CH:11]=1)[N:8]([CH2:35][O:36][C:37](=[O:42])[C:38]([CH3:41])([CH3:40])[CH3:39])[C:7]([C:12]1[CH:13]=[N:14][CH:15]=[CH:16][CH:17]=1)=[C:6]2[CH3:18] |f:0.1,3.4|. Reported procedure: A flask is charged with 5-chloro-3-methyl-2-pyridin-3-yl-1H-indole hydrochloride (Example 2, 1.0 g, 3.58 mmol) and THF (20 mL) and cooled to 0° C. KHMDS (0.5 M in toluene, 17.9 mL, 8.95 mmol) is added and the mixture is stirred at room temperature for 30 min, followed by addition of 2,2-dimethyl-propionic acid chloromethyl ester (2.58 mL, 8.95 mmol). The reaction mixture is stirred at room temperature for 3.5 h, then washed with water and extracted with ethyl acetate twice. The organic layer is ... Starting materials: COC(=O)c1ccc(O)c(C(O)C2CC2)c1, C1COCCO1. The product is COC(=O)c1ccc(O)c(C(=O)C2CC2)c1. Reaction SMILES: [CH:1]1([CH:4]([c:5]2[cH:6][c:7]([C:8](=[O:9])[O:10][CH3:11])[cH:12][cH:13][c:14]2[OH:15])[OH:16])[CH2:2][CH2:3]1.[O:17]1[CH2:18][CH2:19][O:20][CH2:21][CH2:22]1>>[CH:1]1([C:4]([c:5]2[cH:6][c:7]([C:8](=[O:9])[O:10][CH3:11])[cH:12][cH:13][c:14]2[OH:15])=[O:16])[CH2:2][CH2:3]1. Reactants: CC(C)(C)Nc1c(-c2ccc(C#Cc3ccccn3)s2)nc2ccccn12, C[Si](C)(C)Cl, ClCCl, O. Yields the product CC(C)(C)Nc1c(-c2ccc(C#Cc3ccccn3)s2)nc2ccccn12, Cl. Reaction SMILES: [C:1]([CH3:2])([CH3:3])([CH3:4])[NH:5][c:6]1[c:7](-[c:15]2[s:16][c:17]([C:20]#[C:21][c:22]3[n:23][cH:24][cH:25][cH:26][cH:27]3)[cH:18][cH:19]2)[n:8][c:9]2[n:10]1[cH:11][cH:12][cH:13][cH:14]2.[Cl:29][Si:30]([CH3:31])([CH3:32])[CH3:33].[Cl:34][CH2:35][Cl:36].[OH2:28]>>[C:1]([CH3:2])([CH3:3])([CH3:4])[NH:5][c:6]1[c:7](-[c:15]2[s:16][c:17]([C:20]#[C:21][c:22]3[n:23][cH:24][cH:25][cH:26][cH:27]3)[cH:18][cH:19]2)[n:8][c:9]2[n:10]1[cH:11][cH:12][cH:13][cH:14]2.[ClH:29].